From a dataset of the Open Reaction Database (ORD), a public repository of structured organic reaction records. describe an organic reaction: reactants, conditions, products, and yield Reactants: C12=C(CCCC1)C(=O)OC2=O (1-cyclohexene-1,2-dicarboxylic anhydride), [BH4-].[Na+] (sodium borohydride). Solvent: O1CCCC1 (tetrahydrofuran). Run at time 30 minute. Yields the product OC1OC(C=2CCCCC12)=O (3-hydroxy-4,5,6,7-tetrahydroisobenzofuran-1(3H)-one). RXN SMILES: [C:1]12[C:10](=[O:11])[O:9][C:7](=[O:8])[C:2]=1[CH2:3][CH2:4][CH2:5][CH2:6]2.[BH4-].[Na+]>O1CCCC1>[OH:11][CH:10]1[C:1]2[CH2:6][CH2:5][CH2:4][CH2:3][C:2]=2[C:7](=[O:8])[O:9]1 |f:1.2|. Procedure: To a solution of 1-cyclohexene-1,2-dicarboxylic anhydride (25.2 g, 165.6 mmol) in tetrahydrofuran (125 mL) placed in an ice bath was added sodium borohydride (1.51 g, 39.97 mmol). The ice bath was removed and the mixture was stirred at room temperature for 30 minutes, and under reflux for 5 hours. After cooling to room temperature, 1N HCl was added, and the reaction mixture concentrated. The residue was partitioned between ethyl acetate and brine. The organic layer was washed with brine, water a... Starting materials: ClC1=CC(=CC=C1)C(=O)OO (m-chloroperbenzoic acid), CC=1C(=NC=CC1OCC(F)(F)F)CSC=1NC2=C(N1)C=CC=C2 (2-[[3-Methyl-4-(2,2,2-trifluoroethoxy)pyrid-2-yl]methylthio]benzimidazole), C(C)O.O (ethanol water). Run in C(Cl)(Cl)Cl (chloroform), C(Cl)(Cl)Cl (chloroform). Conditions: time 10 minute. Product: CC=1C(=NC=CC1OCC(F)(F)F)CS(=O)C=1NC2=C(N1)C=CC=C2 (2-[[3-methyl-4-(2,2,2-trifluoroethoxy)pyrid-2-yl]methylsulfinyl]benzimidazole). Yield: 71.3%. Reaction SMILES: [CH3:1][C:2]1[C:3]([CH2:14][S:15][C:16]2[NH:17][C:18]3[CH:24]=[CH:23][CH:22]=[CH:21][C:19]=3[N:20]=2)=[N:4][CH:5]=[CH:6][C:7]=1[O:8][CH2:9][C:10]([F:13])([F:12])[F:11].ClC1C=CC=C(C(OO)=[O:33])C=1.C(O)C.O>C(Cl)(Cl)Cl>[CH3:1][C:2]1[C:3]([CH2:14][S:15]([C:16]2[NH:20][C:19]3[CH:21]=[CH:22][CH:23]=[CH:24][C:18]=3[N:17]=2)=[O:33])=[N:4][CH:5]=[CH:6][C:7]=1[O:8][CH2:9][C:10]([F:12])([F:11])[F:13] |f:2.3|. Reported procedure: 2-[[3-Methyl-4-(2,2,2-trifluoroethoxy)pyrid-2-yl]methylthio]benzimidazole (monohydrate) (20 g) was dissolved in chloroform (200 ml), to which was added slowly dropwise below 5° C. a solution of m-chloroperbenzoic acid (13.5 g) in chloroform (200 ml), and stirred at the same temperature for about 10 minutes. After completion of the reaction, the reaction mixture was washed with a solution of sodium hydrogencarbonate, and dried over magnesium sulfate, and chloroform was evaporated off under reduce... Reactants: COC1=C2C(N(C(NC2=CC=C1OC)=O)C)=O (5,6-dimethoxy-3-methylquinazolin-2,4(1H, 3H)-dione), ClN1C(CCC1=O)=O (N-chlorosuccinimide). The product is ClC=1C=C(C(=C2C(N(C(NC12)=O)C)=O)OC)OC (8-Chloro-5,6-dimethoxy-3-methylquinazolin-2,4(1H, 3H)-dione). Yield: 67.0%. As a reaction SMILES: [CH3:1][O:2][C:3]1[C:12]([O:13][CH3:14])=[CH:11][CH:10]=[C:9]2[C:4]=1[C:5](=[O:17])[N:6]([CH3:16])[C:7](=[O:15])[NH:8]2.[Cl:18]N1C(=O)CCC1=O>>[Cl:18][C:10]1[CH:11]=[C:12]([O:13][CH3:14])[C:3]([O:2][CH3:1])=[C:4]2[C:9]=1[NH:8][C:7](=[O:15])[N:6]([CH3:16])[C:5]2=[O:17]. Reported procedure: Following the procedure employed in Example 11, treatment of 5,6-dimethoxy-3-methylquinazolin-2,4(1H, 3H)-dione 1/4 hydrate with N-chlorosuccinimide gives the title compound after isopropanol crystallization in 67% yield, mp 224°-227° C. The reactants are CON(C(=O)C=1N=CN(C1)C1=CC(=CC=C1)C=1C(=NC(=NC1)OC)OC)C (1-[3-(2,4-Dimethoxy-pyrimidin-5-yl)-phenyl]-1H-imidazole-4-carboxylic acid methoxy-methyl-amide), BrC1=NC=CC=C1 (2-bromopyridine). The product is COC1=NC=C(C(=N1)OC)C=1C=C(C=CC1)N1C=NC(=C1)C(=O)C1=NC=CC=C1 ({1-[3-(2,4-Dimethoxy-pyrimidin-5-yl)-phenyl]-1H-imidazol-4-yl}-pyridin-2-yl-methanone). RXN SMILES: CON(C)[C:4]([C:6]1[N:7]=[CH:8][N:9]([C:11]2[CH:16]=[CH:15][CH:14]=[C:13]([C:17]3[C:18]([O:25][CH3:26])=[N:19][C:20]([O:23][CH3:24])=[N:21][CH:22]=3)[CH:12]=2)[CH:10]=1)=[O:5].Br[C:29]1[CH:34]=[CH:33][CH:32]=[CH:31][N:30]=1>>[CH3:24][O:23][C:20]1[N:19]=[C:18]([O:25][CH3:26])[C:17]([C:13]2[CH:12]=[C:11]([N:9]3[CH:10]=[C:6]([C:4]([C:29]4[CH:34]=[CH:33][CH:32]=[CH:31][N:30]=4)=[O:5])[N:7]=[CH:8]3)[CH:16]=[CH:15][CH:14]=2)=[CH:22][N:21]=1. Reported procedure: This compound is prepared by method C using compound 12m and 2-bromopyridine The reactants are OC1=CC=C(C=C1)C(C)(C)C1=CC=C(C=C1)O (Bisphenol A), [C-]#N (cyanide), [C-]#N.[Na+] (sodium cyanide). Conditions: temperature 185 celsius. The product is C(#N)C(C)(C)C1=CC=C(C=C1)O (4-(1-cyano-1-methylethyl)phenol). RXN SMILES: [OH:1][C:2]1[CH:7]=[CH:6][C:5]([C:8]([C:11]2C=CC(O)=CC=2)([CH3:10])[CH3:9])=[CH:4][CH:3]=1.[C-]#[N:19].[C-]#N.[Na+]>>[C:11]([C:8]([C:5]1[CH:6]=[CH:7][C:2]([OH:1])=[CH:3][CH:4]=1)([CH3:9])[CH3:10])#[N:19] |f:2.3|. Procedure: A process wherein a solventless mixture of Bisphenol A and cyanide ion in the form of sodium cyanide is heated in a closed vessel to about 185° C. and maintained at that temperature for about 20 hours to produce 4-(1-cyano-1-methylethyl)phenol with a conversion of about 100 percent and a selectivity of about 80 percent based on Bisphenol A. Reactants: CC(C)=C(C)C (2,3-dimethyl-2-butene), FC1=C(C=CC(=C1)F)C(CN1N=CN=C1)=O (2',4'-difluoro-2-(1H-1,2,4-triazol-1-yl)acetophenone). Isolated yield 15.0%. As a reaction SMILES: [CH3:1][C:2](=[C:4]([CH3:6])[CH3:5])[CH3:3].[F:7][C:8]1[CH:13]=[C:12]([F:14])[CH:11]=[CH:10][C:9]=1[C:15](=[O:22])[CH2:16][N:17]1[CH:21]=[N:20][CH:19]=[N:18]1>>[F:7][C:8]1[CH:13]=[C:12]([F:14])[CH:11]=[CH:10][C:9]=1[C:15]1([CH2:16][N:17]2[CH:21]=[N:20][CH:19]=[N:18]2)[C:4]([CH3:6])([CH3:5])[C:2]([CH3:3])([CH3:1])[O:22]1. Yields the product FC1=C(C=CC(=C1)F)C1(OC(C1(C)C)(C)C)CN1N=CN=C1 (2-(2,4'-Difluorophenyl)-3,3,4,4-tetramethyl-2-[(1H-1,2,4-triazol-1-yl)methyl]oxetane). Procedure: Following a procedure similar to that described in Example 39, but using 2,3-dimethyl-2-butene and 2',4'-difluoro-2-(1H-1,2,4-triazol-1-yl)acetophenone, 85 mg (yield 15%) of the title compound, melting at 100°-101° C., were obtained. Reactants: [N+](=O)([O-])C1=CC=C(O1)C(=O)Cl (5-nitro-2-furancarboxylic acid chloride), N(N)C=1SC2=C(N1)C=CC(=C2)OCCl (2-hydrazino-6-chloromethoxybenzothiazole). Reaction conditions: temperature 0 celsius, time 1 hour. Yields the product ClCOC1=CC2=C(N=C(S2)NNC(=O)C=2OC(=CC2)[N+](=O)[O-])C=C1 (N′2-(6-chloromethoxy-1,3-benzothiazol-2yl)-5-nitro-2-furanecarbohydrazide). Reaction SMILES: [N+:1]([C:4]1[O:8][C:7]([C:9](Cl)=[O:10])=[CH:6][CH:5]=1)([O-:3])=[O:2].[NH:12]([C:14]1[S:15][C:16]2[CH:22]=[C:21]([O:23][CH2:24][Cl:25])[CH:20]=[CH:19][C:17]=2[N:18]=1)[NH2:13]>>[Cl:25][CH2:24][O:23][C:21]1[CH:20]=[CH:19][C:17]2[N:18]=[C:14]([NH:12][NH:13][C:9]([C:7]3[O:8][C:4]([N+:1]([O-:3])=[O:2])=[CH:5][CH:6]=3)=[O:10])[S:15][C:16]=2[CH:22]=1. Procedure: The compound 4g was prepared according to above described method by using 5-nitro-2-furancarboxylic acid chloride (430 mg, 1 mmol) and 2-hydrazino-6-chloromethoxybenzothiazole (298 mg, 1.5 mmol) which stirred for 1 h at 0° C. and stirring continued at 25° C. for 11 h (yield 237 mg, 70%). The reactants are Cc1c(C2=CCNCC2)nnn1-c1ccccc1, [Cl-], CC(C)OC(=O)Cl, Cl, [NH4+], c1ccncc1. Yields the product Cc1c(C2=CCN(C(=O)OC(C)C)CC2)nnn1-c1ccccc1. As a reaction SMILES: [CH3:9][c:10]1[c:11]([C:21]2=[CH:26][CH2:25][NH:24][CH2:23][CH2:22]2)[n:12][n:13][n:14]1-[c:15]1[cH:16][cH:17][cH:18][cH:19][cH:20]1.[Cl-:27].[Cl:1][C:2](=[O:3])[O:4][CH:5]([CH3:6])[CH3:7].[ClH:8].[NH4+:28].[cH:29]1[cH:30][cH:31][n:32][cH:33][cH:34]1>>[C:2](=[O:3])([O:4][CH:5]([CH3:6])[CH3:7])[N:24]1[CH2:23][CH2:22][C:21]([c:11]2[c:10]([CH3:9])[n:14](-[c:15]3[cH:16][cH:17][cH:18][cH:19][cH:20]3)[n:13][n:12]2)=[CH:26][CH2:25]1. Reactants: C1(=CC=C(C=C1)S(=O)(=O)[O-])C.[NH+]1=CC=CC=C1 (Pyridinium p-toluenesulfonate), C(C)O (ethanol), compound, O (Water). RXN SMILES: [C:1]1([CH3:11])[CH:6]=[CH:5][C:4](S([O-])(=O)=O)=[CH:3][CH:2]=1.[NH+:12]1[CH:17]=CC=[CH:14][CH:13]=1.[CH2:18]([OH:20])[CH3:19].[OH2:21]>>[OH:21][C:4]1[CH:5]=[CH:6][C:1]([C:11]2[CH:14]=[CH:13][N:12]([CH3:17])[C:18](=[O:20])[CH:19]=2)=[CH:2][CH:3]=1 |f:0.1|. Conditions: time 19 hour. Yields the product OC1=CC=C(C=C1)C1=CC(N(C=C1)C)=O (4-{(4-hydroxy)phenyl}-1-methyl-2(1H)-pyridone). Procedure details: Pyridinium p-toluenesulfonate (2.67 g, 10.6 mmol) was added to an ethanol (15 mL) solution of the compound (1.01 g, 3.54 mmol) obtained in the above reaction, and stirred at room temperature for 19 hours. Water was added to the reaction mixture, the precipitated substance was taken out through filtration, washed with diethyl ether, and dried to obtain the entitled compound (500 mg, 70%) as a colorless solid. Further, the filtrate was extracted with ethyl acetate, the organic layer was washed wit... The yield is 70.0%.